This data is from the Open Reaction Database (ORD), a public repository of structured organic reaction records. The task is: describe an organic reaction: reactants, conditions, products, and yield Reactants: FC(C(=O)O)(F)F.C(CCC)OC1=NC(=C2N=C(NC2=N1)OC)N (2-butoxy-8-methoxy-9H-purin-6-amine trifluoroacetate salt), C([O-])([O-])=O.[K+].[K+] (potassium carbonate), BrCC1CC(OCC1)(C)C (4-(Bromomethyl)-2,2-dimethyltetrahydro-2H-pyran). The solvent is CN(C)C=O (DMF). Reaction conditions: temperature 60 celsius, time 1 hour. Product: C(CCC)OC1=NC(=C2N=C(N(C2=N1)CC1CC(OCC1)(C)C)OC)N (2-Butyloxy-9-[(2,2-dimethyltetrahydro-2H-pyran-4-yl)methyl]-8-methoxy-9H-purin-6-amine). Isolated yield 78.4%. RXN SMILES: FC(F)(F)C(O)=O.[CH2:8]([O:12][C:13]1[N:21]=[C:20]2[C:16]([N:17]=[C:18]([O:22][CH3:23])[NH:19]2)=[C:15]([NH2:24])[N:14]=1)[CH2:9][CH2:10][CH3:11].C(=O)([O-])[O-].[K+].[K+].Br[CH2:32][CH:33]1[CH2:38][CH2:37][O:36][C:35]([CH3:40])([CH3:39])[CH2:34]1>CN(C=O)C>[CH2:8]([O:12][C:13]1[N:21]=[C:20]2[C:16]([N:17]=[C:18]([O:22][CH3:23])[N:19]2[CH2:32][CH:33]2[CH2:38][CH2:37][O:36][C:35]([CH3:40])([CH3:39])[CH2:34]2)=[C:15]([NH2:24])[N:14]=1)[CH2:9][CH2:10][CH3:11] |f:0.1,2.3.4|. Procedure: A mixture of 2-butoxy-8-methoxy-9H-purin-6-amine trifluoroacetate salt (223 mg) and potassium carbonate (264 mg) in dry DMF (2 mL) were heated at 60° C. under nitrogen with stirring for 1 h. 4-(Bromomethyl)-2,2-dimethyltetrahydro-2H-pyran (158 mg) was added and the reaction was stirred for 16 h at 60° C. The mixture was quenched with water and extracted with EtOAc (×3). The combined organics were washed with water and brine, dried using a hydrophobic frit and evaporated to give a brown oil. The ...